Dataset: the Open Reaction Database (ORD), a public repository of structured organic reaction records. Task: describe an organic reaction: reactants, conditions, products, and yield The reactants are C(CCCCCCCCCC)C(=O)C (methyl undecyl ketone), ONCl (hydroxylamino hydrochloride), [OH-].[Na+] (NaOH). Solvent: C(C)O (ethanol), O (water). Yields the product CC(CCCCCCCCCCC)=NO (2-tridecanone oxime). Yield: 93.0%. RXN SMILES: [CH2:1]([C:12]([CH3:14])=O)[CH2:2][CH2:3][CH2:4][CH2:5][CH2:6][CH2:7][CH2:8][CH2:9][CH2:10][CH3:11].[OH:15][NH:16]Cl.[OH-].[Na+]>C(O)C.O>[CH3:14][C:12](=[N:16][OH:15])[CH2:1][CH2:2][CH2:3][CH2:4][CH2:5][CH2:6][CH2:7][CH2:8][CH2:9][CH2:10][CH3:11] |f:2.3|. Procedure details: A solution of 40 g of methyl undecyl ketone and 18 g of hydroxylamino hydrochloride in 200 ml of ethanol, 60 ml of water and 10 g of NaOH is refluxed for 5 hours and thereafter cooled. The ethanol is distilled off in vacuo and the reaction mixture is then diluted with water, extracted with ether and the ethereal extract is dried over Na2SO4. The ether is distilled off and the solid residue is then distilled in vacuo, affording 40 g of 2-tridecanone oxime. Melting point (after recrystallisation f... Reactants: FC(C(=O)O)(F)F.N1CC(=CC1)C=1SC=CN1 (2-(2,5-dihydro-1H-pyrrol-3-yl)-1,3-thiazole trifluoroacetate), CO (methanol). The reagents and catalysts are [Pt](=O)=O (platinum dioxide). Conditions: time 3 hour. Yields the product FC(C(=O)O)(F)F.N1CC(CC1)C=1SC=CN1 (2-pyrrolidin-3-yl-1,3-thiazole trifluoroacetate). Reaction SMILES: [F:1][C:2]([F:7])([F:6])[C:3]([OH:5])=[O:4].[NH:8]1[CH2:12][CH:11]=[C:10]([C:13]2[S:14][CH:15]=[CH:16][N:17]=2)[CH2:9]1.CO>[Pt](=O)=O>[F:1][C:2]([F:7])([F:6])[C:3]([OH:5])=[O:4].[NH:8]1[CH2:12][CH2:11][CH:10]([C:13]2[S:14][CH:15]=[CH:16][N:17]=2)[CH2:9]1 |f:0.1,4.5|. Reported procedure: To a solution of 2-(2,5-dihydro-1H-pyrrol-3-yl)-1,3-thiazole trifluoroacetate (2.49 g, 0.00936 mol) in methanol (100.0 mL, 2.469 mol) was added platinum dioxide (320 mg, 0.0014 mol) and the resulting mixture was hydrogenated on par shaker at 56 psi for 3 h. After filtration, the filtrate was concentrated in vacuo and dried under high vacuum to give the desired product as a solid. LC-MS (M+H) 155.2 (base). Starting materials: FC1=C(C=CC(=C1)F)O (2,4-Difluorophenol), CC(C)([O-])C.[K+] (Potassium t-butoxide), ClC1=CC=C2C(=N1)NN=C2C2=C(C=CC=C2)Cl (6-chloro-3-(2-chloro-phenyl)-1H-pyrazolo[3,4-b]pyridine). Conditions: temperature 0 celsius, time 5 minute. Yields the product ClC1=C(C=CC=C1)C1=NNC2=NC(=CC=C21)OC2=C(C=C(C=C2)F)F (3-(2-Chloro-phenyl)-6-(2,4-difluoro-phenoxy)-1H-pyrazolo[3,4-b]pyridine). Yield: 16.4%. As a reaction SMILES: [F:1][C:2]1[CH:7]=[C:6]([F:8])[CH:5]=[CH:4][C:3]=1[OH:9].CC(C)([O-])C.[K+].Cl[C:17]1[N:22]=[C:21]2[NH:23][N:24]=[C:25]([C:26]3[CH:31]=[CH:30][CH:29]=[CH:28][C:27]=3[Cl:32])[C:20]2=[CH:19][CH:18]=1>>[Cl:32][C:27]1[CH:28]=[CH:29][CH:30]=[CH:31][C:26]=1[C:25]1[C:20]2[C:21](=[N:22][C:17]([O:9][C:3]3[CH:4]=[CH:5][C:6]([F:8])=[CH:7][C:2]=3[F:1])=[CH:18][CH:19]=2)[NH:23][N:24]=1 |f:1.2|. Procedure: 2,4-Difluorophenol (517 mg, 4 mmol) was placed in a 10 mL microwave reactor tube under nitrogen and cooled in an ice bath. Potassium t-butoxide (4 mL of 1.0 M solution in THF) was added dropwise, and the solution was stirred for five minutes at 0° C. The reaction mixture was warmed to room temperature, and 6-chloro-3-(2-chloro-phenyl)-1H-pyrazolo[3,4-b]pyridine (350 mg, 1.33 mmol) was added in one portion. The reaction was then heated to 160° C. via microwave for nine hours. The reaction mixture... Starting materials: CCOC(=O)C#N, CN(C)P(=O)(N(C)C)N(C)C, CC(C)[N-]C(C)C, [Li+], C1CCOC1, O=C1CCOCC1. Yields the product CCOC(=O)C1COCCC1=O. As a reaction SMILES: [C:27](#[N:28])[C:29](=[O:30])[O:31][CH2:32][CH3:33].[CH3:16][N:17]([CH3:18])[P:19](=[O:20])([N:21]([CH3:22])[CH3:23])[N:24]([CH3:25])[CH3:26].[CH:1]([N-:2][CH:3]([CH3:4])[CH3:5])([CH3:6])[CH3:7].[Li+:8].[O:34]1[CH2:35][CH2:36][CH2:37][CH2:38]1.[O:9]1[CH2:10][CH2:11][C:12](=[O:15])[CH2:13][CH2:14]1>>[O:9]1[CH2:10][CH:11]([C:29](=[O:30])[O:31][CH2:32][CH3:33])[C:12](=[O:15])[CH2:13][CH2:14]1. Starting materials: O=C(O)c1cc(Cl)nnc1Cl, O, O=S(=O)(O)O. The product is O=C(O)c1cc(Cl)n[nH]c1=O. As a reaction SMILES: [Cl:1][c:2]1[n:3][n:4][c:5]([Cl:11])[cH:6][c:7]1[C:8](=[O:9])[OH:10].[OH2:17].[S:12]([OH:13])(=[O:14])(=[O:15])[OH:16]>>[c:2]1(=[O:13])[nH:3][n:4][c:5]([Cl:11])[cH:6][c:7]1[C:8](=[O:9])[OH:10]. The reactants are COC1=CC=C(CN(C2=NC(=NC(=N2)C)C=2C(=NC=C(C=O)C2)NC=2C=NC(=CC2)OC)CC2=CC=C(C=C2)OC)C=C1 (5-(4-(bis(4-methoxybenzyl)amino)-6-methyl-1,3,5-triazin-2-yl)-6-(6-methoxypyridin-3-ylamino)nicotinaldehyde), Cl.OC1CNC1 (3-hydroxyazetidine hydrochloride). Yields the product NC1=NC(=NC(=N1)C)C=1C=C(C=NC1NC=1C=NC(=CC1)OC)CN1CC(C1)O (1-((5-(4-Amino-6-Methyl-1,3,5-Triazin-2-yl)-6-(6-Methoxypyridin-3-Ylamino)Pyridin-3-yl)Methyl)Azetidin-3-ol). As a reaction SMILES: COC1C=CC(C[N:8](CC2C=CC(OC)=CC=2)[C:9]2[N:14]=[C:13]([CH3:15])[N:12]=[C:11]([C:16]3[C:17]([NH:24][C:25]4[CH:26]=[N:27][C:28]([O:31][CH3:32])=[CH:29][CH:30]=4)=[N:18][CH:19]=[C:20]([CH:23]=3)[CH:21]=O)[N:10]=2)=CC=1.Cl.[OH:45][CH:46]1[CH2:49][NH:48][CH2:47]1>>[NH2:8][C:9]1[N:14]=[C:13]([CH3:15])[N:12]=[C:11]([C:16]2[CH:23]=[C:20]([CH2:21][N:48]3[CH2:49][CH:46]([OH:45])[CH2:47]3)[CH:19]=[N:18][C:17]=2[NH:24][C:25]2[CH:26]=[N:27][C:28]([O:31][CH3:32])=[CH:29][CH:30]=2)[N:10]=1 |f:1.2|. Procedure: The title compound was synthesized following an analogous procedure to Example 220 using 5-(4-(bis(4-methoxybenzyl)amino)-6-methyl-1,3,5-triazin-2-yl)-6-(6-methoxypyridin-3-ylamino)nicotinaldehyde (0.22 g, 0.381 mmol) and 3-hydroxyazetidine hydrochloride (Oakwood Products, Inc., West Columbia, S.C.) (0.063 g, 0.571 mmol). 1H NMR (400 MHz, CDCl3) δ 11.46 (s, 1H); 8.53 (br. s., 1H); 8.36 (d, J=2.54 Hz, 1H); 8.14 (d, J=2.15 Hz, 1H); 8.09 (dd, J=8.90, 2.64 Hz, 1H); 6.77 (d, J=8.80 Hz, 1H); 4.46-4.55...